Dataset: the Open Reaction Database (ORD), a public repository of structured organic reaction records. Task: describe an organic reaction: reactants, conditions, products, and yield Starting materials: IC[C@H](O)C1=CC(=C(C=C1)OCC1=CC=CC=C1)NS(=O)(=O)C ((R)-2-iodo-1-[4-(phenylmethoxy)-3-[(methyl-sulfonyl)amino]phenyl]ethanol), N1C=NC=C1 (imidazole), C(C)[Si](CC)(CC)Cl (triethylsilyl chloride). Reagents/catalysts: CN(C1=CC=NC=C1)C (4-dimethylaminopyridine). Run in CN(C=O)C (dimethylformamide), C(C)(=O)OCC (ethyl acetate), CCCCCCC (heptane), CCOC(=O)C (EtOAc), CCCCCCC (heptane). Product: C(C1=CC=CC=C1)OC1=C(C=C(C=C1)[C@H](CI)O[Si](CC)(CC)CC)NS(=O)(=O)C ((R)—N-[2-benzyloxy-5-(2-iodo-1-triethylsilyloxyethyl)phenyl]methanesulfonamide). Yield: 78.5%. RXN SMILES: [I:1][CH2:2][C@@H:3]([C:5]1[CH:10]=[CH:9][C:8]([O:11][CH2:12][C:13]2[CH:18]=[CH:17][CH:16]=[CH:15][CH:14]=2)=[C:7]([NH:19][S:20]([CH3:23])(=[O:22])=[O:21])[CH:6]=1)[OH:4].N1C=CN=C1.[CH2:29]([Si:31](Cl)([CH2:34][CH3:35])[CH2:32][CH3:33])[CH3:30]>CN(C)C1C=CN=CC=1.CN(C)C=O.CCOC(C)=O.CCCCCCC>[CH2:12]([O:11][C:8]1[CH:9]=[CH:10][C:5]([C@@H:3]([O:4][Si:31]([CH2:34][CH3:35])([CH2:32][CH3:33])[CH2:29][CH3:30])[CH2:2][I:1])=[CH:6][C:7]=1[NH:19][S:20]([CH3:23])(=[O:22])=[O:21])[C:13]1[CH:18]=[CH:17][CH:16]=[CH:15][CH:14]=1. Reported procedure: To a solution of (R)-2-iodo-1-[4-(phenylmethoxy)-3-[(methyl-sulfonyl)amino]phenyl]ethanol (938 mg, 2.1 mmol), imidazole (393 mg, 5.77 mmol) and 4-dimethylaminopyridine (22.5 mg, 0.184 mmol) in dimethylformamide (10 mL) is added triethylsilyl chloride (0.38 mL, 2.2 mmol) with stirring. One hour thereafter, the reaction is complete, and the reaction solution is diluted with EtOAc (150 mL) and heptane (15 mL). The organic phase is washed with water, a saturated aqueous copper sulfate solution and a... Starting materials: N1C(N2CCCC3=CC=CC1=C23)=O (5,6-dihydro-4H-imidazo[4,5,1-ij]quinolin-2(1H)-one), P(=O)(Cl)(Cl)Cl (phosphorus oxychloride). Solvent: [OH-].[NH4+] (Ammonium hydroxide). Conditions: time 1.5 hour. Yields the product ClC1=NC=2C=CC=C3CCCN1C23 (2-Chloro-5,6-dihydro-4H-imidazo[4,5,1-ij]quinoline). Isolated yield 65.8%. Reaction SMILES: [NH:1]1[C:11]2=[C:12]3[C:7](=[CH:8][CH:9]=[CH:10]2)[CH2:6][CH2:5][CH2:4][N:3]3[C:2]1=O.P(Cl)(Cl)([Cl:16])=O>[OH-].[NH4+]>[Cl:16][C:2]1[N:3]2[C:12]3[C:7]([CH2:6][CH2:5][CH2:4]2)=[CH:8][CH:9]=[CH:10][C:11]=3[N:1]=1 |f:2.3|. Procedure details: A slurry of 13.60 g of 5,6-dihydro-4H-imidazo[4,5,1-ij]quinolin-2(1H)-one and phosphorus oxychloride (35 ml) was heated under reflux, with stirring, for 1.5 hrs and stirred at ambient temperature overnight. 10% Ammonium hydroxide (100 ml) and ice were added. The mixture was filtered, and the filtrate was extracted with dichloromethane. The organic extracts were washed with brine, dried over anhydrous magnesium sulfate and filtered. The filtrate was evaporated. The residue was purified by flash c... The reactants are CN(C)C=O, COc1ccc(CC(=O)O)cc1, O=S(Cl)Cl. The product is COc1ccc(CC(=O)Cl)cc1. As a reaction SMILES: [CH3:17][N:18]([CH3:19])[CH:20]=[O:21].[CH3:5][O:6][c:7]1[cH:8][cH:9][c:10]([CH2:11][C:12]([OH:13])=[O:14])[cH:15][cH:16]1.[S:1]([Cl:2])([Cl:3])=[O:4]>>[Cl:3][C:12]([CH2:11][c:10]1[cH:9][cH:8][c:7]([O:6][CH3:5])[cH:16][cH:15]1)=[O:13]. The reactants are ClC1=C(C=CC(=C1)OC1=CC=C(C=C1)F)OCCCBr (3-Bromopropyl 2-chloro-4-(4-fluorophenoxy)phenyl ether), C(C)[C@]1(OC2=CC(=CC=C2CC1)O)C(=O)OC ((2R)-methyl 2-ethyl-7-hydroxychromane-2-carboxylate). The product is ClC1=C(OCCCOC2=CC=C3CC[C@@](OC3=C2)(C(=O)O)CC)C=CC(=C1)OC1=CC=C(C=C1)F ((2R)-7-(3-(2-Chloro-4-(4-fluorophenoxy)phenoxy)propoxy)-2-ethylchromane-2-carboxylic acid). Reaction SMILES: [Cl:1][C:2]1[CH:7]=[C:6]([O:8][C:9]2[CH:14]=[CH:13][C:12]([F:15])=[CH:11][CH:10]=2)[CH:5]=[CH:4][C:3]=1[O:16][CH2:17][CH2:18][CH2:19]Br.[CH2:21]([C@:23]1([C:34]([O:36]C)=[O:35])[CH2:32][CH2:31][C:30]2[C:25](=[CH:26][C:27]([OH:33])=[CH:28][CH:29]=2)[O:24]1)[CH3:22]>>[Cl:1][C:2]1[CH:7]=[C:6]([O:8][C:9]2[CH:14]=[CH:13][C:12]([F:15])=[CH:11][CH:10]=2)[CH:5]=[CH:4][C:3]=1[O:16][CH2:17][CH2:18][CH2:19][O:33][C:27]1[CH:26]=[C:25]2[C:30]([CH2:31][CH2:32][C@:23]([CH2:21][CH3:22])([C:34]([OH:36])=[O:35])[O:24]2)=[CH:29][CH:28]=1. Procedure details: The title compound was prepared following the procedures described in Example 1, Steps B-C employing 3-bromopropyl 2-chloro-4-(4-fluorophenoxy)phenyl ether (Example 20, Step A) instead of 4-(3-bromopropoxy)-3-propylphenyl phenyl ether, and (2R)-methyl 2-ethyl-7-hydroxychromane-2-carboxylate (Example 25, Step E) instead of ethyl 7-hydroxychromane-2-carboxylate. Starting materials: O=C(Cl)OCc1ccccc1, COC(=O)c1ccc2c(c1)SCCC2N. Product: COC(=O)c1ccc2c(c1)SCCC2NC(=O)OCc1ccccc1. Reaction SMILES: [CH2:16]([c:17]1[cH:18][cH:19][cH:20][cH:21][cH:22]1)[O:23][C:24](=[O:25])[Cl:26].[CH3:1][O:2][C:3](=[O:4])[c:5]1[cH:6][cH:7][c:8]2[c:13]([cH:14]1)[S:12][CH2:11][CH2:10][CH:9]2[NH2:15]>>[CH3:1][O:2][C:3](=[O:4])[c:5]1[cH:6][cH:7][c:8]2[c:13]([cH:14]1)[S:12][CH2:11][CH2:10][CH:9]2[NH:15][C:24]([O:23][CH2:16][c:17]1[cH:18][cH:19][cH:20][cH:21][cH:22]1)=[O:25]. The reactants are FC(S(=O)(=O)OC[C@@H](CF)C)(F)F ((S)-3-Fluoro-2-methylpropyl trifluoromethanesulfonate), N1C=C(C2=CC=CC=C12)C[C@@H](C)N ((R)-1-(1H-indol-3-yl)propan-2-amine), C(C)N(C(C)C)C(C)C (N-ethyl-N-isopropylpropan-2-amine). Solvent: O1CCOCC1 (1,4-dioxane), CCOC(=O)C (EtOAc). Reaction SMILES: FC(F)(F)S(O[CH2:7][C@H:8]([CH3:11])[CH2:9][F:10])(=O)=O.[NH:14]1[C:22]2[C:17](=[CH:18][CH:19]=[CH:20][CH:21]=2)[C:16]([CH2:23][C@H:24]([NH2:26])[CH3:25])=[CH:15]1.C(N(C(C)C)C(C)C)C>O1CCOCC1.CCOC(C)=O>[NH:14]1[C:22]2[C:17](=[CH:18][CH:19]=[CH:20][CH:21]=2)[C:16]([CH2:23][C@H:24]([NH:26][CH2:7][C@H:8]([CH3:11])[CH2:9][F:10])[CH3:25])=[CH:15]1. Product: N1C=C(C2=CC=CC=C12)C[C@@H](C)NC[C@@H](CF)C ((S)—N—((R)-1-(1H-indol-3-yl)propan-2-yl)-3-fluoro-2-methylpropan-1-amine). Yield: 88.0%. Run at time 1 hour. Procedure: (S)-3-Fluoro-2-methylpropyl trifluoromethanesulfonate (666 mg, 2.97 mmol) was added to a solution of (R)-1-(1H-indol-3-yl)propan-2-amine (470 mg, 2.7 mmol) and N-ethyl-N-isopropylpropan-2-amine (0.700 ml, 4.05 mmol) in 1,4-dioxane (6.05 ml). The reaction was stirred at room temperature for 1 h. The reaction mixture was diluted with EtOAc (20 ml) and washed with water (20 ml). The aqueous was extracted with EtOAc (2×20 ml), then the combined organics were dried (MgSO4) and concentrated. The crude... Reactants: ON=C(C(=O)OCC)C(=O)C1=CC=C(C=C1)[N+](=O)[O-] (Ethyl 2-hydroxyimino-3-(4-nitrophenyl)-3-oxopropionate), C(C)(C)(C)C1=CC=C(CN)C=C1 (4-tert-butylbenzylamine). The product is C(C)(C)(C)C1=CC=C(C=C1)C=1NC(=C(N1)C(=O)OCC)C1=CC=C(C=C1)[N+](=O)[O-] (ethyl 2-(4-tert-butylphenyl)-5-(4-nitrophenyl)imidazole-4-carboxylate). Isolated yield 31.8%. Reaction SMILES: O[N:2]=[C:3]([C:9]([C:11]1[CH:16]=[CH:15][C:14]([N+:17]([O-:19])=[O:18])=[CH:13][CH:12]=1)=O)[C:4]([O:6][CH2:7][CH3:8])=[O:5].[C:20]([C:24]1[CH:31]=[CH:30][C:27]([CH2:28][NH2:29])=[CH:26][CH:25]=1)([CH3:23])([CH3:22])[CH3:21]>>[C:20]([C:24]1[CH:25]=[CH:26][C:27]([C:28]2[NH:29][C:9]([C:11]3[CH:16]=[CH:15][C:14]([N+:17]([O-:19])=[O:18])=[CH:13][CH:12]=3)=[C:3]([C:4]([O:6][CH2:7][CH3:8])=[O:5])[N:2]=2)=[CH:30][CH:31]=1)([CH3:23])([CH3:21])[CH3:22]. Procedure details: Ethyl 2-hydroxyimino-3-(4-nitrophenyl)-3-oxopropionate (47.8 g) and 4-tert-butylbenzylamine (35.4 g) were reacted and treated in the same manner as in Starting Material Synthetic Example 10 to give ethyl 2-(4-tert-butylphenyl)-5-(4-nitrophenyl)imidazole-4-carboxylate (22.5 g), melting point 190-191° C. Starting materials: C1(CCCC1)NC1=NC(=NC(=C1C)C)NCC1=NC=CC=C1 (N4-cyclopentyl-5,6-dimethyl-N2-(pyridin-2-ylmethyl)pyrimidine-2,4-diamine), FC=1C=C(C=C(C1)F)N ((3,5-difluorophenyl)amine). The product is FC=1C=C(C=C(C1)F)NC1=NC(=NC(=C1C)C)NCC1=NC=CC=C1 (N4-(3,5-difluorophenyl)-5,6-dimethyl-N2-(pyridin-2-ylmethyl)pyrimidine-2,4-diamine). Reaction SMILES: C1(N[C:7]2[C:12]([CH3:13])=[C:11]([CH3:14])[N:10]=[C:9]([NH:15][CH2:16][C:17]3[CH:22]=[CH:21][CH:20]=[CH:19][N:18]=3)[N:8]=2)CCCC1.[F:23][C:24]1[CH:25]=[C:26]([NH2:31])[CH:27]=[C:28]([F:30])[CH:29]=1>>[F:23][C:24]1[CH:25]=[C:26]([NH:31][C:7]2[C:12]([CH3:13])=[C:11]([CH3:14])[N:10]=[C:9]([NH:15][CH2:16][C:17]3[CH:22]=[CH:21][CH:20]=[CH:19][N:18]=3)[N:8]=2)[CH:27]=[C:28]([F:30])[CH:29]=1. Reported procedure: The titled compound was synthesized according to the procedure described for preparation of N4-cyclopentyl-5,6-dimethyl-N2-(pyridin-2-ylmethyl)pyrimidine-2,4-diamine (Example 29) using (3,5-difluorophenyl)amine instead of cyclopentanamine. The crude material was purified by column chromatography eluting with mixture of chloroform/ethanol/20% water solution of ammonia (200:10:1), and then the final product was washed with diethyl ether to afford the titled compound as a white solid. 1H NMR (300 M... Reactants: Cc1ccc(S)cc1Br, CCOC(C)=O, [H-], CCCI, [Na+], CN(C)C=O, O. Product: CCCS(=O)c1ccc(C)c(Br)c1. As a reaction SMILES: [Br:1][c:2]1[cH:3][c:4]([SH:9])[cH:5][cH:6][c:7]1[CH3:8].[CH3:22][CH2:23][O:24][C:25]([CH3:26])=[O:27].[H-:10].[I:12][CH2:13][CH2:14][CH3:15].[Na+:11].[O:16]=[CH:17][N:18]([CH3:19])[CH3:20].[OH2:21]>>[Br:1][c:2]1[cH:3][c:4]([S:9]([CH2:13][CH2:14][CH3:15])=[O:16])[cH:5][cH:6][c:7]1[CH3:8]. The reactants are C(C1=CC=CC=C1)OC1=NC=CC(=C1)CO ([2-(benzyloxy)-4-pyridyl]methanol). Reagents/catalysts: [O-2].[O-2].[Mn+4] (manganese dioxide). Solvent: C(Cl)(Cl)Cl (chloroform). Yields the product C(C1=CC=CC=C1)OC=1C=C(C=O)C=CN1 (2-(Benzyloxy)isonicotinaldehyde). The yield is 89.8%. Reaction SMILES: [CH2:1]([O:8][C:9]1[CH:14]=[C:13]([CH2:15][OH:16])[CH:12]=[CH:11][N:10]=1)[C:2]1[CH:7]=[CH:6][CH:5]=[CH:4][CH:3]=1>C(Cl)(Cl)Cl.[O-2].[O-2].[Mn+4]>[CH2:1]([O:8][C:9]1[CH:14]=[C:13]([CH:12]=[CH:11][N:10]=1)[CH:15]=[O:16])[C:2]1[CH:3]=[CH:4][CH:5]=[CH:6][CH:7]=1 |f:2.3.4|. Reported procedure: A suspension of [2-(benzyloxy)-4-pyridyl]methanol (6.0 g) and activated manganese dioxide (30 g) in chloroform (180 mL) was heated under reflux for 2.5 hours. After the reaction solution was allowed to cool to room temperature, the manganese dioxide was filtered off and washed with ethyl acetate. The filtrate was concentrated to give the title compound as a pale brown oil (5.34 g).